This data is from the Open Reaction Database (ORD), a public repository of structured organic reaction records. The task is: describe an organic reaction: reactants, conditions, products, and yield The reactants are [OH-].[Na+] (sodium hydroxide), [H-].[Al+3].[Li+].[H-].[H-].[H-] (lithium aluminum hydride), O (water), C(#N)CCCNCC1=CC=CC=C1 (N-(3-cyanopropyl)benzylamine). Solvent: O1CCCC1 (tetrahydrofuran). Yields the product C(C1=CC=CC=C1)NCCCCN (N-benzyl-1,4-butanediamine). Isolated yield 57.3%. Reaction SMILES: [H-].[Al+3].[Li+].[H-].[H-].[H-].[C:7]([CH2:9][CH2:10][CH2:11][NH:12][CH2:13][C:14]1[CH:19]=[CH:18][CH:17]=[CH:16][CH:15]=1)#[N:8].O.[OH-].[Na+]>O1CCCC1>[CH2:13]([NH:12][CH2:11][CH2:10][CH2:9][CH2:7][NH2:8])[C:14]1[CH:19]=[CH:18][CH:17]=[CH:16][CH:15]=1 |f:0.1.2.3.4.5,8.9|. Procedure: To a suspension of 1.1 g of lithium aluminum hydride in 50 ml of tetrahydrofuran was added slowly 2.9 g of N-(3-cyanopropyl)benzylamine (obtained in Reference Example 4) at room temperature. The reaction mixture was heated gently under reflux for 15 minutes and then allowed to cool. To the mixture was added dropwise and carefully 2.2 ml of water and then 1.8 ml of 10% aqueous sodium hydroxide. The resultant precipitate was filtered off, the filtrate was dried over anhydrous sodium sulfate and th...